Dataset: the Open Reaction Database (ORD), a public repository of structured organic reaction records. Task: describe an organic reaction: reactants, conditions, products, and yield Reported procedure: 50 mg (0.155 mmol) of the amine (Example 8A) are introduced into 2 ml of isopropanol, 32.3 mg (0.233 mmol) of 6-chloronicotinonitrile and 30.09 mg (0.233 mmol) of DIPEA are added, and the mixture is heated in a microwave at 150° C. for 1 h. Purification by preparative HPLC results in 47 mg (71% of theory) of the product. Yields the product ClC1=C(C=CC(=C1)Cl)C1=CC=2N(C(=N1)NCCNC1=NC=C(C#N)C=C1)C=CN2 (6-[(2-{[7-(2,4-Dichlorophenyl)imidazo[1,2-c]pyrimidin-5-yl]amino}ethyl)amino]nicotinonitrile). Solvent: C(C)(C)O (isopropanol). Reaction conditions: temperature 150 celsius. Starting materials: FC(C(=O)O)(F)F.ClC1=C(C=CC(=C1)Cl)C1=CC=2N(C(=N1)NCCN)C=CN2 (N-[7-(2,4-Dichlorophenyl)imidazo[1,2-c]pyrimidin-5-yl]ethane-1,2-diamine trifluoroacetate), ClC1=NC=C(C#N)C=C1 (6-chloronicotinonitrile), CCN(C(C)C)C(C)C (DIPEA). Reaction SMILES: FC(F)(F)C(O)=O.[Cl:8][C:9]1[CH:14]=[C:13]([Cl:15])[CH:12]=[CH:11][C:10]=1[C:16]1[N:21]=[C:20]([NH:22][CH2:23][CH2:24][NH2:25])[N:19]2[CH:26]=[CH:27][N:28]=[C:18]2[CH:17]=1.Cl[C:30]1[CH:37]=[CH:36][C:33]([C:34]#[N:35])=[CH:32][N:31]=1.CCN(C(C)C)C(C)C>C(O)(C)C>[Cl:8][C:9]1[CH:14]=[C:13]([Cl:15])[CH:12]=[CH:11][C:10]=1[C:16]1[N:21]=[C:20]([NH:22][CH2:23][CH2:24][NH:25][C:30]2[CH:37]=[CH:36][C:33]([C:34]#[N:35])=[CH:32][N:31]=2)[N:19]2[CH:26]=[CH:27][N:28]=[C:18]2[CH:17]=1 |f:0.1|. Starting materials: COc1ccc(CN2CCn3c(cnc3-c3ccccc3C(F)(F)F)C2)cc1, CO, [OH-], [OH-], [Pd+2]. The product is FC(F)(F)c1ccccc1-c1ncc2n1CCNC2. As a reaction SMILES: [CH3:1][O:2][c:3]1[cH:4][cH:5][c:6]([CH2:7][N:8]2[CH2:9][c:10]3[n:11]([c:14](-[c:17]4[c:18]([C:23]([F:24])([F:25])[F:26])[cH:19][cH:20][cH:21][cH:22]4)[n:15][cH:16]3)[CH2:12][CH2:13]2)[cH:27][cH:28]1.[CH3:29][OH:30].[OH-:31].[OH-:33].[Pd+2:32]>>[NH:8]1[CH2:9][c:10]2[n:11]([c:14](-[c:17]3[c:18]([C:23]([F:24])([F:25])[F:26])[cH:19][cH:20][cH:21][cH:22]3)[n:15][cH:16]2)[CH2:12][CH2:13]1. Starting materials: BrCCCCCCCC(=O)O (8-bromooctanoic acid), S(O)(O)(=O)=O (sulfuric acid), CO (Methanol). Reaction conditions: time 8 hour. Product: BrCCCCCCCC(=O)OC (methyl 8-bromooctanoate). Reaction SMILES: [Br:1][CH2:2][CH2:3][CH2:4][CH2:5][CH2:6][CH2:7][CH2:8][C:9]([OH:11])=[O:10].S(=O)(=O)(O)O.[CH3:17]O>>[Br:1][CH2:2][CH2:3][CH2:4][CH2:5][CH2:6][CH2:7][CH2:8][C:9]([O:11][CH3:17])=[O:10]. Procedure: Methanol (4.7 L), 8-bromooctanoic acid (0.912 kg) and sulfuric acid (0.912 L) were charged into a suitable reactor and the mixture was heated at reflux temperature for 5 hours and was then stirred at ambient temperature overnight. The solvent was removed at reduced (3 mm Hg) pressure and the oily residue was dissolved in ether (4 L). The solution was washed with water (3×2 L), saturated NaHCO3 solution (1 L) and brine (1 L). The ether portion was dried (MgSO4) and filtered to remove dessicant. E... The reactants are CCc1cc2c(cc1CC)CC(NCC(O)c1ccc(O)c3[nH]c(=O)ccc13)C2, CO, O=C(O)CO. Product: CCc1cc2c(cc1CC)CC(NCC(O)c1ccc(O)c3[nH]c(=O)ccc13)C2, O=C(O)CO. RXN SMILES: [CH2:1]([CH3:2])[c:3]1[cH:4][c:5]2[c:9]([cH:10][c:11]1[CH2:12][CH3:13])[CH2:8][CH:7]([NH:14][CH2:15][CH:16]([OH:17])[c:18]1[c:19]3[cH:20][cH:21][c:22](=[O:29])[nH:23][c:24]3[c:25]([OH:28])[cH:26][cH:27]1)[CH2:6]2.[CH3:35][OH:36].[OH:30][CH2:31][C:32]([OH:33])=[O:34]>>[CH2:1]([CH3:2])[c:3]1[cH:4][c:5]2[c:9]([cH:10][c:11]1[CH2:12][CH3:13])[CH2:8][CH:7]([NH:14][CH2:15][CH:16]([OH:17])[c:18]1[c:19]3[cH:20][cH:21][c:22](=[O:29])[nH:23][c:24]3[c:25]([OH:28])[cH:26][cH:27]1)[CH2:6]2.[OH:30][CH2:31][C:32](=[O:33])[OH:34]. Starting materials: C(C)(=O)N1CCC(CC1)CCC(=O)C=1C=C2CCNC2=CC1 (5-[3-(1-acetylpiperidin-4-yl)-1-oxopropyl]-2,3-dihydro-1H-indole), C(C)I (ethyl iodide), C([O-])([O-])=O.[K+].[K+] (potassium carbonate). The solvent is C(C)O (ethanol). The product is C(C)(=O)N1CCC(CC1)CCC(=O)C=1C=C2CCN(C2=CC1)CC (5-[3-(1-Acetylpiperidin-4-yl)-1-oxopropyl]-1-ethyl-2,3-dihydro-1H-indole). The yield is 97.2%. Reaction SMILES: [C:1]([N:4]1[CH2:9][CH2:8][CH:7]([CH2:10][CH2:11][C:12]([C:14]2[CH:15]=[C:16]3[C:20](=[CH:21][CH:22]=2)[NH:19][CH2:18][CH2:17]3)=[O:13])[CH2:6][CH2:5]1)(=[O:3])[CH3:2].[CH2:23](I)[CH3:24].C(=O)([O-])[O-].[K+].[K+]>C(O)C>[C:1]([N:4]1[CH2:9][CH2:8][CH:7]([CH2:10][CH2:11][C:12]([C:14]2[CH:15]=[C:16]3[C:20](=[CH:21][CH:22]=2)[N:19]([CH2:23][CH3:24])[CH2:18][CH2:17]3)=[O:13])[CH2:6][CH2:5]1)(=[O:3])[CH3:2] |f:2.3.4|. Procedure: In 10 ml of ethanol were dissolved 0.8 g of 5-[3-(1-acetylpiperidin-4-yl)-1-oxopropyl]-2,3-dihydro-1H-indole, 2.1 g of ethyl iodide and 0.5 g of potassium carbonate and the solution was refluxed for 24 hours. The solid matter and the solvent were removed and the residue was purified by column chromatography (eluent: ethyl acetate: methanol=20:1) to give 0.85 g of the title compound as a pale yellow oil. Reactants: C1CCOC1, C=CC(C)=O, CC(C)(C)OC(=O)N1CCNCC1. Product: CC(=O)CCN1CCN(C(=O)OC(C)(C)C)CC1. Reaction SMILES: [CH2:19]1[O:20][CH2:21][CH2:22][CH2:23]1.[CH:14](=[CH2:15])[C:16](=[O:17])[CH3:18].[N:1]1([C:7](=[O:8])[O:9][C:10]([CH3:11])([CH3:12])[CH3:13])[CH2:2][CH2:3][NH:4][CH2:5][CH2:6]1>>[N:1]1([C:7](=[O:8])[O:9][C:10]([CH3:11])([CH3:12])[CH3:13])[CH2:2][CH2:3][N:4]([CH2:15][CH2:14][C:16](=[O:17])[CH3:18])[CH2:5][CH2:6]1.